Task: describe an organic reaction: reactants, conditions, products, and yield. Dataset: the Open Reaction Database (ORD), a public repository of structured organic reaction records Starting materials: N#N.C1(=CC=CC=C1)COC([C@H](NC([C@H](NC(=O)OC(C)(C)C)CCCC(NC(=O)OCC1=CC=CC=C1)C(=O)OCC1=CC=CC=C1)=O)C)=O (N2 [(1,1-dimethylethoxycarbonyl]-N6 -[(phenylmethoxy)carbonyl]-(R)-6-[(phenylmethoxy)carbonyl]-L-lysyl]-D-Alanine Phenylmethyl Ester). Solvent: C(=O)(C(F)(F)F)O (TFA). Yields the product C1(=CC=CC=C1)COC([C@H](NC([C@H](N)CCCC(NC(=O)OCC1=CC=CC=C1)C(=O)OCC1=CC=CC=C1)=O)C)=O (N-[N6 -[(phenylmethoxy)carbonyl]-(R)-6-[(phenylmethoxy)-carbonyl]-L-lysyl]-D-Alanine Phenylmethyl Ester). The yield is 105.6%. RXN SMILES: N#N.[C:3]1([CH2:9][O:10][C:11](=[O:51])[C@@H:12]([CH3:50])[NH:13][C:14](=[O:49])[C@@H:15]([CH2:24][CH2:25][CH2:26][CH:27]([C:39]([O:41][CH2:42][C:43]2[CH:48]=[CH:47][CH:46]=[CH:45][CH:44]=2)=[O:40])[NH:28][C:29]([O:31][CH2:32][C:33]2[CH:38]=[CH:37][CH:36]=[CH:35][CH:34]=2)=[O:30])[NH:16]C(OC(C)(C)C)=O)[CH:8]=[CH:7][CH:6]=[CH:5][CH:4]=1>C(O)(C(F)(F)F)=O>[C:3]1([CH2:9][O:10][C:11](=[O:51])[C@@H:12]([CH3:50])[NH:13][C:14](=[O:49])[C@@H:15]([CH2:24][CH2:25][CH2:26][CH:27]([C:39]([O:41][CH2:42][C:43]2[CH:48]=[CH:47][CH:46]=[CH:45][CH:44]=2)=[O:40])[NH:28][C:29]([O:31][CH2:32][C:33]2[CH:38]=[CH:37][CH:36]=[CH:35][CH:34]=2)=[O:30])[NH2:16])[CH:8]=[CH:7][CH:6]=[CH:5][CH:4]=1 |f:0.1|. Procedure: A solution of 40b (251 mg, 0.37 mmol) in TFA (870 μl) is stirred for 30 min at 0° C. The TFA is removed and the oil is taken up in EtOAc and washed with saturated NaHCO3 solution. Drying and removal of the solvent gives 3b (225 mg, slight excess) which is used in subsequent reactions without further handling: NMR δ 1.39 (d, 3 H) and 1.20-1.70 (overlapping m, 4 H), 1.82 (br s, 2 H), 3.23 (br s, variable, 2 H), 3.33 (br s, 1 H), 4.39 (m, 1 H), 4.47 (apparent quintet, 1 H), 5.03-5.13 (m, 6 H), 5.27... Starting materials: COC(=O)C(=O)c1ccc(O)cc1, CCOC(=O)N=NC(=O)OCC, C1CCOC1, c1ccc(P(c2ccccc2)c2ccccc2)cc1, OCCCCc1cccnc1. Yields the product COC(=O)C(=O)c1ccc(OCCCCc2cccnc2)cc1. Reaction SMILES: [CH3:1][O:2][C:3]([C:4]([c:5]1[cH:6][cH:7][c:8]([OH:11])[cH:9][cH:10]1)=[O:12])=[O:13].[O:44]=[C:45]([O:46][CH2:47][CH3:48])[N:49]=[N:50][C:51]([O:52][CH2:53][CH3:54])=[O:55].[O:56]1[CH2:57][CH2:58][CH2:59][CH2:60]1.[c:25]1([P:26]([c:27]2[cH:28][cH:29][cH:30][cH:31][cH:32]2)[c:33]2[cH:34][cH:35][cH:36][cH:37][cH:38]2)[cH:39][cH:40][cH:41][cH:42][cH:43]1.[n:14]1[cH:15][c:16]([CH2:20][CH2:21][CH2:22][CH2:23][OH:24])[cH:17][cH:18][cH:19]1>>[CH3:1][O:2][C:3]([C:4]([c:5]1[cH:6][cH:7][c:8]([O:11][CH2:23][CH2:22][CH2:21][CH2:20][c:16]2[cH:15][n:14][cH:19][cH:18][cH:17]2)[cH:9][cH:10]1)=[O:12])=[O:13]. Reactants: CCOCC, COCOc1cc(OC)c(OCOC)c(CCCCCc2c(OC)c(OCOC)cc(OC)c2OCOC)c1OC, CN(C)P(=O)(N(C)C)N(C)C, CI, [Li]C(C)CC, C1CCOC1, c1ccccc1. Product: COCOc1cc(OC)c(OCOC)c(CCCCCc2c(OC)c(OCOC)c(C)c(OC)c2OCOC)c1OC. RXN SMILES: [CH2:71]([O:72][CH2:73][CH3:74])[CH3:75].[CH3:1][O:2][c:3]1[c:4]([CH2:19][CH2:20][CH2:21][CH2:22][CH2:23][c:24]2[c:25]([O:40][CH3:41])[c:26]([O:36][CH2:37][O:38][CH3:39])[cH:27][c:28]([O:34][CH3:35])[c:29]2[O:30][CH2:31][O:32][CH3:33])[c:5]([O:15][CH2:16][O:17][CH3:18])[c:6]([O:13][CH3:14])[cH:7][c:8]1[O:9][CH2:10][O:11][CH3:12].[CH3:42][N:43]([CH3:44])[P:45](=[O:46])([N:47]([CH3:48])[CH3:49])[N:50]([CH3:51])[CH3:52].[CH3:58][I:59].[CH:53]([Li:54])([CH2:55][CH3:56])[CH3:57].[O:60]1[CH2:61][CH2:62][CH2:63][CH2:64]1.[cH:65]1[cH:66][cH:67][cH:68][cH:69][cH:70]1>>[CH3:1][O:2][c:3]1[c:4]([CH2:19][CH2:20][CH2:21][CH2:22][CH2:23][c:24]2[c:25]([O:40][CH3:41])[c:26]([O:36][CH2:37][O:38][CH3:39])[cH:27][c:28]([O:34][CH3:35])[c:29]2[O:30][CH2:31][O:32][CH3:33])[c:5]([O:15][CH2:16][O:17][CH3:18])[c:6]([O:13][CH3:14])[c:7]([CH3:42])[c:8]1[O:9][CH2:10][O:11][CH3:12]. Starting materials: [OH-].[Na+] (sodium hydroxide), COC=1C=C(C=CC1OC)CCNC(C)C (N-(3,4-dimethoxyphenylethyl)-N-isopropyl amine), ClC(C(=O)Cl)Cl (dichloroacetylchloride). Run in CO2 alcohol, C1(=CC=CC=C1)C (toluene). Run at time 2 hour. The product is COC=1C=C(C=CC1OC)CCN(C(C(Cl)Cl)=O)C(C)C (N-(3,4-dimethoxyphenylethyl)-N-isopropyl-dichloroacetamide). Reaction SMILES: [OH-].[Na+].[CH3:3][O:4][C:5]1[CH:6]=[C:7]([CH2:13][CH2:14][NH:15][CH:16]([CH3:18])[CH3:17])[CH:8]=[CH:9][C:10]=1[O:11][CH3:12].[Cl:19][CH:20]([Cl:24])[C:21](Cl)=[O:22]>C1(C)C=CC=CC=1>[CH3:3][O:4][C:5]1[CH:6]=[C:7]([CH2:13][CH2:14][N:15]([CH:16]([CH3:18])[CH3:17])[C:21](=[O:22])[CH:20]([Cl:24])[Cl:19])[CH:8]=[CH:9][C:10]=1[O:11][CH3:12] |f:0.1|. Reported procedure: In a sulfuration-flask, there is added while stirring 20 ml of 20% aqueous sodium hydroxide to 22,3 g of N-(3,4-dimethoxyphenylethyl)-N-isopropyl amine. The reaction mixture is then cooled in CO2 alcohol-cooling-bath to a temperature of -10° to -15°, to which is then added dropwise, while stirring a solution of 14.7 g of dichloroacetylchloride in 10 ml toluene. After everything has been added, the cooling-bath is removed and the reaction mixture is stirred for another 2 hours until it reaches ro...